This data is from the Open Reaction Database (ORD), a public repository of structured organic reaction records. The task is: describe an organic reaction: reactants, conditions, products, and yield Reactants: C([O-])([O-])=O.[K+].[K+] (Potassium carbonate), ClC1=NC=CC=N1 (2-chloropyrimidine), COC1=C(CN)C=CC(=C1)OC (2,4-dimethoxybenzylamine). Solvent: C(C)#N (acetonitrile). Yields the product COC1=C(CNC2=NC=CC=N2)C=CC(=C1)OC (N-(2,4-dimethoxybenzyl)pyrimidin-2-amine). Yield: 84.0%. RXN SMILES: C(=O)([O-])[O-].[K+].[K+].Cl[C:8]1[N:13]=[CH:12][CH:11]=[CH:10][N:9]=1.[CH3:14][O:15][C:16]1[CH:23]=[C:22]([O:24][CH3:25])[CH:21]=[CH:20][C:17]=1[CH2:18][NH2:19]>C(#N)C>[CH3:14][O:15][C:16]1[CH:23]=[C:22]([O:24][CH3:25])[CH:21]=[CH:20][C:17]=1[CH2:18][NH:19][C:8]1[N:13]=[CH:12][CH:11]=[CH:10][N:9]=1 |f:0.1.2|. Procedure: Potassium carbonate (2.97 g, 21.5 mmol) was added to a mixture of 2-chloropyrimidine (2.1 g, 17.9 mmol), 2,4-dimethoxybenzylamine (3.0 g, 17.9 mmol) and acetonitrile (20 mL). The reaction mixture was heated at reflux for 16 h, allowed to cool to ambient temperature and partitioned between ethyl acetate (150 mL) and water (10 mL). The organic phase was washed with water (2 10 mL) and brine (10 mL), dried over anhydrous sodium sulphate, filtered and concentrated in vacuo. The residue was triturate... The reactants are O[C@H]1[C@@H](CCCC1)NC(=O)C1=NC(=C(N=C1C(F)(F)F)OC1=CC=CC=C1)C1=CC(=CC=C1)Cl (6-(3-chloro-phenyl)-5-phenoxy-3-trifluoromethyl-pyrazine-2-carboxylic acid ((1R,2R)-2-hydroxy-cyclohexyl)-amide), COC(=O)C1=NC(=C(N=C1C(F)(F)F)Br)C1=CC(=C(C=C1)Cl)Cl (5-bromo-6-(3,4-dichloro-phenyl)-3-trifluoromethyl-pyrazine-2-carboxylic acid methyl ester). Yields the product O[C@H]1[C@@H](CCCC1)NC(=O)C1=NC(=C(N=C1C(F)(F)F)OC1=CC=CC=C1)C1=CC(=C(C=C1)Cl)Cl (6-(3,4-dichloro-phenyl)-5-phenoxy-3-trifluoromethyl-pyrazine-2-carboxylic acid ((1R,2R)-2-hydroxy-cyclohexyl)-amide). Reaction SMILES: [OH:1][C@@H:2]1[CH2:7][CH2:6][CH2:5][CH2:4][C@H:3]1[NH:8][C:9]([C:11]1[C:16]([C:17]([F:20])([F:19])[F:18])=[N:15][C:14]([O:21][C:22]2[CH:27]=[CH:26][CH:25]=[CH:24][CH:23]=2)=[C:13]([C:28]2[CH:33]=[CH:32][CH:31]=[C:30]([Cl:34])[CH:29]=2)[N:12]=1)=[O:10].COC(C1C(C(F)(F)F)=NC(Br)=C(C2C=CC([Cl:56])=C(Cl)C=2)N=1)=O>>[OH:1][C@@H:2]1[CH2:7][CH2:6][CH2:5][CH2:4][C@H:3]1[NH:8][C:9]([C:11]1[C:16]([C:17]([F:20])([F:18])[F:19])=[N:15][C:14]([O:21][C:22]2[CH:27]=[CH:26][CH:25]=[CH:24][CH:23]=2)=[C:13]([C:28]2[CH:33]=[CH:32][C:31]([Cl:56])=[C:30]([Cl:34])[CH:29]=2)[N:12]=1)=[O:10]. Procedure details: The title compound was prepared in analogy to example 8 (6-(3-chloro-phenyl)-5-phenoxy-3-trifluoromethyl-pyrazine-2-carboxylic acid ((1R,2R)-2-hydroxy-cyclohexyl)-amide) by substituting 5-bromo-6-(3-chloro-phenyl)-3-trifluoromethyl-pyrazine-2-carboxylic acid methyl ester with 5-bromo-6-(3,4-dichloro-phenyl)-3-trifluoromethyl-pyrazine-2-carboxylic acid methyl ester. Reactants: CCN(CC(=O)O)c1ccc(C#N)c(C(F)(F)F)c1, CCCNCCC. The product is CCCN(CCC)C(=O)CN(CC)c1ccc(C#N)c(C(F)(F)F)c1. RXN SMILES: [C:1](#[N:2])[c:3]1[c:4]([C:16]([F:17])([F:18])[F:19])[cH:5][c:6]([N:9]([CH2:10][C:11](=[O:12])[OH:13])[CH2:14][CH3:15])[cH:7][cH:8]1.[CH2:20]([CH2:21][CH3:22])[NH:23][CH2:24][CH2:25][CH3:26]>>[C:1](#[N:2])[c:3]1[c:4]([C:16]([F:17])([F:18])[F:19])[cH:5][c:6]([N:9]([CH2:10][C:11](=[O:13])[N:23]([CH2:20][CH2:21][CH3:22])[CH2:24][CH2:25][CH3:26])[CH2:14][CH3:15])[cH:7][cH:8]1. The reactants are CC1CN(C(=O)OC(C)(C)C)CC2Cc3ccc(N=C(c4ccccc4)c4ccccc4)nc3N12, CO, O=C[O-], [NH4+]. Yields the product CC1CN(C(=O)OC(C)(C)C)CC2Cc3ccc(N)nc3N12. RXN SMILES: [C:1]([CH3:2])([CH3:3])([CH3:4])[O:5][C:6](=[O:7])[N:8]1[CH2:9][CH:10]2[CH2:11][c:12]3[cH:13][cH:14][c:15]([N:22]=[C:23]([c:24]4[cH:25][cH:26][cH:27][cH:28][cH:29]4)[c:30]4[cH:31][cH:32][cH:33][cH:34][cH:35]4)[n:16][c:17]3[N:18]2[CH:19]([CH3:21])[CH2:20]1.[CH3:40][OH:41].[CH:36]([O-:37])=[O:38].[NH4+:39]>>[C:1]([CH3:2])([CH3:3])([CH3:4])[O:5][C:6](=[O:7])[N:8]1[CH2:9][CH:10]2[CH2:11][c:12]3[cH:13][cH:14][c:15]([NH2:22])[n:16][c:17]3[N:18]2[CH:19]([CH3:21])[CH2:20]1. The reactants are OCCCC1C(CCCCCCCCCC1)=O (2-(3-hydroxypropyl)-1-cyclododecanone), C(C)(=O)O (acetic acid), aqueous solution, S(O)(O)(=O)=O (sulphuric acid). Solvent: O (water). Conditions: time 15 minute. The product is O(O)C12OC=CC=C1C=CC=CC=CC=CC=C2 (14a-hydroperoxy-cyclododeca[b]-pyran). Isolated yield 84.5%. Reaction SMILES: [OH:1][CH2:2][CH2:3][CH2:4][CH:5]1[CH2:16][CH2:15][CH2:14][CH2:13][CH2:12][CH2:11][CH2:10][CH2:9][CH2:8][CH2:7][C:6]1=[O:17].C(O)(=[O:20])C.S(=O)(=O)(O)O>O>[O:17]([C:6]12[CH:7]=[CH:8][CH:9]=[CH:10][CH:11]=[CH:12][CH:13]=[CH:14][CH:15]=[CH:16][C:5]1=[CH:4][CH:3]=[CH:2][O:1]2)[OH:20]. Procedure details: A 4-neck flask equipped with mechanical stirring, an inlet funnel, a thermometer, a condenser and kept under nitrogen, was charged with 30 g (125 mmol) of 2-(3-hydroxypropyl)-1-cyclododecanone and 137.5 g (2.29 mol) of glacial acetic acid. The mixture was stirred at room temperature until it became homogeneous. A cooled mixture of water (12.5 g) and a 50% aqueous solution of sulphuric acid (12.5 g) was then added. The reaction mixture was cooled to 0° C. and then 10 ml of 70% oxygenated water we... The reactants are PTFE, FC1=NC=C(C=C1)O (2-fluoro-5-hydroxypyridine), II (iodine), C([O-])([O-])=O.[Na+].[Na+] (sodium carbonate). Run in O (water). The product is FC1=CC=C(C(=N1)I)O (6-fluoro-2-iodopyridin-3-ol). Yield: 26.8%. As a reaction SMILES: [F:1][C:2]1[CH:7]=[CH:6][C:5]([OH:8])=[CH:4][N:3]=1.C(=O)([O-])[O-].[Na+].[Na+].[I:15]I>O>[F:1][C:2]1[N:3]=[C:4]([I:15])[C:5]([OH:8])=[CH:6][CH:7]=1 |f:1.2.3|. Reported procedure: A 125 mL pressure flask was charged with 2-fluoro-5-hydroxypyridine (5.0374 g, 45 mmol), 50 mL water, a stirbar, and sodium carbonate (4 ml, 89 mmol). The slurry was stirred and heated using a heat gun until homogenous. The solution was cooled to room temperature, and treated with iodine (2 ml, 45 mmol). The flask was sealed, and the reaction was stirred overnight at room temperature. The slurry was filtered through a 0.22 μm PTFE membrane, and the precipitate was washed with water (3×30 mL). Th... Starting materials: Cl (HCl), C(C1=CC=CC=C1)N1N=C(C2=C1CC(C2)OCCC)C#N (1-Benzyl-5-propoxy-1,4,5,6-tetrahydro-cyclopentapyrazole-3-carbonitrile), O (water), [N-]=[N+]=[N-].[Na+] (sodium azide). Reagents/catalysts: [Br-].[Zn+2].[Br-] (zinc bromide). The solvent is CC(C)O (2-propanol). Run at temperature 90 celsius. The product is C(C1=CC=CC=C1)N1N=C(C2=C1CC(C2)OCCC)C=2N=NNN2 (1-Benzyl-5-propoxy-3-(2H-tetrazol-5-yl)-1,4,5,6-tetrahydro-cyclopentapyrazole). Reaction SMILES: [CH2:1]([N:8]1[C:12]2[CH2:13][CH:14]([O:16][CH2:17][CH2:18][CH3:19])[CH2:15][C:11]=2[C:10]([C:20]#[N:21])=[N:9]1)[C:2]1[CH:7]=[CH:6][CH:5]=[CH:4][CH:3]=1.O.[N-:23]=[N+:24]=[N-:25].[Na+].Cl>CC(O)C.[Br-].[Zn+2].[Br-]>[CH2:1]([N:8]1[C:12]2[CH2:13][CH:14]([O:16][CH2:17][CH2:18][CH3:19])[CH2:15][C:11]=2[C:10]([C:20]2[N:23]=[N:24][NH:25][N:21]=2)=[N:9]1)[C:2]1[CH:3]=[CH:4][CH:5]=[CH:6][CH:7]=1 |f:2.3,6.7.8|. Procedure: To a solution of the intermediate from step A (25 mg, 0.089 mmol) in 2-propanol (1 mL) was added water (2 mL), sodium azide (14 mg, 0.222 mmol) and zinc bromide (10 mg, 0.04 mmol). After heating the reaction mixture at 90° C. for 18 hours, it was cooled to room temperature and HCl (3 mL, 3N) was added. The reaction mixture was extracted with ethyl acetate, washed with brine, dried over anhydrous Na2SO4 filtered and concentrated in vacuo. The residue was purified by PTLC (SiO2) using 100% ethyl a... The reactants are C[Si](OC(=C)C1=CC=C(C=C1)Cl)(C)C (1-Trimethylsilyloxy-1-(4-chlorophenyl)ethylene), [F-].[Cs+] (CsF), FC=1C=C(C=CC1F)C=CC(=O)C1=C(C=CC=C1)O (3-(3,4-difluorophenyl)-1-(2-hydroxyphenyl)-2-propen-1-one), resin. Run in CS(=O)C (dimethyl sulfoxide). Reaction conditions: temperature 70 celsius. The product is FC=1C=C(C=CC1F)C(CC(=O)C1=C(C=CC=C1)O)CC(=O)C1=CC=C(C=C1)Cl (3-(3,4-difluorophenyl)-1-(2-hydroxyphenyl)-5-(4-chlorophenyl)-1,5-pentanedione). As a reaction SMILES: C[Si](C)(C)[O:3][C:4]([C:6]1[CH:11]=[CH:10][C:9]([Cl:12])=[CH:8][CH:7]=1)=[CH2:5].[F-].[Cs+].[F:17][C:18]1[CH:19]=[C:20]([CH:25]=[CH:26][C:27]([C:29]2[CH:34]=[CH:33][CH:32]=[CH:31][C:30]=2[OH:35])=[O:28])[CH:21]=[CH:22][C:23]=1[F:24]>CS(C)=O>[F:17][C:18]1[CH:19]=[C:20]([CH:25]([CH2:3][C:4]([C:6]2[CH:11]=[CH:10][C:9]([Cl:12])=[CH:8][CH:7]=2)=[O:5])[CH2:26][C:27]([C:29]2[CH:34]=[CH:33][CH:32]=[CH:31][C:30]=2[OH:35])=[O:28])[CH:21]=[CH:22][C:23]=1[F:24] |f:1.2|. Procedure details: 1-Trimethylsilyloxy-1-(4-chlorophenyl)ethylene (7.0 mmol; prepared according to J. Chem. Soc.,Perkin Trans. I 1989, 1585) and CsF (0.27 g, 1.76 mmol) were added to a suspension of 3-(3,4-difluorophenyl)-1-(2-hydroxyphenyl)-2-propen-1-one on Wang resin (2.0 g, 1.76 mmol) in dimethyl sulfoxide (30 mL). The reaction mixture was heated to 70° C. for 3 h and the reaction was quenched with 10% AcOH/CH2Cl2. The resin was filtered, washed with DMF (×2) and alternating MeOH and CH2Cl2 (×5), and dried und... Starting materials: BrCCOCCN1S(N(C2=C1C=CC=C2)C2=C(C=CC=C2)F)(=O)=O (1-[2-(2-bromoethoxy)ethyl]-3-(2-fluorophenyl)-1,3-dihydro-2,1,3-benzothiadiazole 2,2-dioxide), CNC (dimethylamine). The product is FC1=C(C=CC=C1)N1S(N(C2=C1C=CC=C2)CCOCCN(C)C)(=O)=O (2-{2-[3-(2-fluorophenyl)-2,2-dioxido-2,1,3-benzothiadiazol-1(3H)-yl]ethoxy}-N,N-dimethylethanamine). Yield: 95.0%. RXN SMILES: Br[CH2:2][CH2:3][O:4][CH2:5][CH2:6][N:7]1[C:11]2[CH:12]=[CH:13][CH:14]=[CH:15][C:10]=2[N:9]([C:16]2[CH:21]=[CH:20][CH:19]=[CH:18][C:17]=2[F:22])[S:8]1(=[O:24])=[O:23].[CH3:25][NH:26][CH3:27]>>[F:22][C:17]1[CH:18]=[CH:19][CH:20]=[CH:21][C:16]=1[N:9]1[C:10]2[CH:15]=[CH:14][CH:13]=[CH:12][C:11]=2[N:7]([CH2:6][CH2:5][O:4][CH2:3][CH2:2][N:26]([CH3:27])[CH3:25])[S:8]1(=[O:24])=[O:23]. Reported procedure: In an analogous manner as described in general procedure V, 1-[2-(2-bromoethoxy)ethyl]-3-(2-fluorophenyl)-1,3-dihydro-2,1,3-benzothiadiazole 2,2-dioxide (0.07 g, 0.16 mmol) was treated with dimethylamine (10 mL) to provide 0.05 g (95%) of 2-{2-[3-(2-fluorophenyl)-2,2-dioxido-2,1,3-benzothiadiazol-1(3H)-yl]ethoxy}-N,N-dimethylethanamine. MS (ES) m/z 380.0; HRMS: calculated for C18H22FN3O3S+H+, 380.14387; found (ESI, [M+H]+), 380.1443; HPLC purity 98.1% at 210-370 nm, 9.1 minutes; Xterra RP18, 3.5...